From a dataset of the Open Reaction Database (ORD), a public repository of structured organic reaction records. describe an organic reaction: reactants, conditions, products, and yield The reactants are CC(C)([O-])C.[K+] (potassium tert-butoxide), BrC1=C(C=CC=C1C)NCCO (2-(2-bromo-3-methylphenylamino)ethanol), ClCC(=O)OCC (ethyl 2-chloroacetate), CC(C)(C)[O-].[K+] (KOtBu), ClCC(=O)OCC (ethyl 2-chloroacetate). Solvent: C1CCOC1 (THF). Run at time 16 hour. Product: BrC1=C(C=CC=C1C)N1C(COCC1)=O (4-(2-Bromo-3-methylphenyl)morpholin-3-one). Reaction SMILES: [CH3:1][C:2](C)([O-])C.[K+].[Br:7][C:8]1[C:13]([CH3:14])=[CH:12][CH:11]=[CH:10][C:9]=1[NH:15][CH2:16][CH2:17][OH:18].ClCC(OCC)=[O:22]>C1COCC1>[Br:7][C:8]1[C:13]([CH3:14])=[CH:12][CH:11]=[CH:10][C:9]=1[N:15]1[CH2:2][CH2:1][O:18][CH2:17][C:16]1=[O:22] |f:0.1|. Procedure: To a solution of THF were added successively potassium tert-butoxide (572 mg, 5.10 mmol), 2-(2-bromo-3-methylphenylamino)ethanol (1151 mg, 5 mmol) and ethyl 2-chloroacetate (0.565 mL, 5.30 mmol). The resulting suspension was stirred for 16 h at RT. Additional KOtBu (200 mg) and ethyl 2-chloroacetate (0.15 ml) were added and the reaction mixture was heated to 36° C. for additional 2 h. The reaction was quenched with water and 1M HCl, followed by addition of EtOAc. The organic phase was separated,... The reactants are CCOCC, Cc1cc(C(=O)N2Cc3cccn3Cc3ccccc32)ccc1C1=CC(=O)CCC1. Product: Cc1cc(C(=O)N2Cc3cccn3Cc3ccccc32)ccc1C1=CC(O)CCC1. As a reaction SMILES: [CH3:31][CH2:32][O:33][CH2:34][CH3:35].[cH:1]1[cH:2][cH:3][n:4]2[c:5]1[CH2:6][N:7]([C:15](=[O:16])[c:17]1[cH:18][c:19]([CH3:30])[c:20]([C:23]3=[CH:24][C:25](=[O:29])[CH2:26][CH2:27][CH2:28]3)[cH:21][cH:22]1)[c:8]1[c:9]([cH:11][cH:12][cH:13][cH:14]1)[CH2:10]2>>[cH:1]1[cH:2][cH:3][n:4]2[c:5]1[CH2:6][N:7]([C:15](=[O:16])[c:17]1[cH:18][c:19]([CH3:30])[c:20]([C:23]3=[CH:24][CH:25]([OH:29])[CH2:26][CH2:27][CH2:28]3)[cH:21][cH:22]1)[c:8]1[c:9]([cH:11][cH:12][cH:13][cH:14]1)[CH2:10]2.